Dataset: the Open Reaction Database (ORD), a public repository of structured organic reaction records. Task: describe an organic reaction: reactants, conditions, products, and yield Starting materials: Cl (HCl), [OH-].[Na+] (NaOH), Cl.CN (methylamine hydrochloride), O=C1OC(C2=C(N1)C(=CC=C2)C(=O)O)=O (2,4-dioxo-2,4-dihydro-1H-benzo[d][1,3]oxazine-8-carboxylic acid). Solvent: O (H2O). Run at time 1.5 hour. Yields the product NC1=C(C(=O)O)C=CC=C1C(NC)=O (2-amino-3-(methylcarbamoyl)benzoic acid). The yield is 85.8%. Reaction SMILES: [OH-].[Na+].Cl.[CH3:4][NH2:5].O=C1[NH:12][C:11]2[C:13]([C:17](O)=[O:18])=[CH:14][CH:15]=[CH:16][C:10]=2[C:9](=[O:20])[O:8]1.Cl>O>[NH2:12][C:11]1[C:13]([C:17](=[O:18])[NH:5][CH3:4])=[CH:14][CH:15]=[CH:16][C:10]=1[C:9]([OH:8])=[O:20] |f:0.1,2.3|. Reported procedure: Aq NaOH (23.4 mL, 46.8 mmol) was added to a solution of methylamine hydrochloride (3.52 g, 53.7 mmol) in H2O (37 mL). 2,4-dioxo-2,4-dihydro-1H-benzo[d][1,3]oxazine-8-carboxylic acid 29 (3.23 g, 15.6 mmol) was in portions. After addition was complete, the solution was stirred at ambient temperature for 1.5 h. 6M HCl was added until pH=3. The resulting precipitate was collected by filtration, rinsed with H2O and dried to give 31 (2.60 g, 86% yield). The product is C(C)(C)(C)OC(=O)N[C@@H](CC1=CC=CC=C1)C(=O)N[C@@H](CC1=CC=CC=C1)C(=O)NCCC=1N=CNC1C(=O)OC (4-{2-[N-(N-tert-butoxycarbonyl-L-phenylalanyl-L-phenylalanyl) amino]ethyl}-5 -methoxycarbonylimidazole). Procedure: 4-[2-(N-Benzyloxycarbonylamino)ethyl]5-methoxycarbonylimidazole (1.2 g) is dissolved in 30% hydrogenbromide acetic acid solution (20 ml) and the solution is stirred at room temperature for 30 minutes. The reaction mixture is concentrated under reduced pressure and the residue is triturated with ether to give 4-(2-aminoethyl)-5-methoxycarbonylimidazole dihydrobromide. To the thus-obtained product are added dimethylformamide (20 ml), N-tert-butoxycarbonyl-L-phenylalanyl-L-phenylalanine (1.65 g) an... Run at time 10 minute. As a reaction SMILES: [CH3:1][N:2](C)[CH:3]=[O:4].[C:6]([O:10][C:11]([NH:13][C@H:14]([C:22]([NH:24][C@H:25](C(O)=O)[CH2:26][C:27]1[CH:32]=[CH:31][CH:30]=[CH:29][CH:28]=1)=[O:23])[CH2:15][C:16]1[CH:21]=[CH:20][CH:19]=[CH:18][CH:17]=1)=[O:12])([CH3:9])([CH3:8])[CH3:7].ON1C2C=CC=CC=2N=N1.[CH:46]1([N:52]=[C:53]=[N:54]C2CCCCC2)CCCC[CH2:47]1.[C:61]([O:64][CH2:65]C)(=[O:63])[CH3:62]>C(N(CC)CC)C>[C:6]([O:10][C:11]([NH:13][C@H:14]([C:22]([NH:24][C@H:25]([C:3]([NH:2][CH2:1][CH2:47][C:46]1[N:52]=[CH:53][NH:54][C:62]=1[C:61]([O:64][CH3:65])=[O:63])=[O:4])[CH2:26][C:27]1[CH:32]=[CH:31][CH:30]=[CH:29][CH:28]=1)=[O:23])[CH2:15][C:16]1[CH:17]=[CH:18][CH:19]=[CH:20][CH:21]=1)=[O:12])([CH3:8])([CH3:7])[CH3:9]. Run in C(C)N(CC)CC (Triethylamine). The reactants are CN(C=O)C (dimethylformamide), C(C)(C)(C)OC(=O)N[C@@H](CC1=CC=CC=C1)C(=O)N[C@@H](CC1=CC=CC=C1)C(=O)O (N-tert-butoxycarbonyl-L-phenylalanyl-L-phenylalanine), ON1N=NC2=C1C=CC=C2 (1-hydroxybenzotriazole), C1(CCCCC1)N=C=NC1CCCCC1 (Dicyclohexylcarbodiimide), C(C)(=O)OCC (Ethyl acetate). Reactants: C(Br)(Br)(Br)Br (carbon tetrabromide), ClC1=CC=C(C=C1)[C@@H](O)[C@H]1CN(CCO1)CC1=CC=CC=C1 ((R)-[4-chlorophenyl][(2R)-4-benzylmorpholin-2-yl]methanol), ClC1=CC=C(C=C1)[C@H](O)[C@@H]1CN(CCO1)CC1=CC=CC=C1 ((S)-[4-chlorophenyl][(2S)-4-benzylmorpholin-2-yl]methanol), C1(=CC=CC=C1)P(C1=CC=CC=C1)C1=CC=CC=C1 (triphenylphosphine). Solvent: ClCCl (dichloromethane), ClCCl (dichloromethane). Reaction conditions: time 30 minute. The product is Br[C@H]([C@H]1CN(CCO1)CC1=CC=CC=C1)C1=CC=C(C=C1)Cl ((2R)-2-[(S)-bromo(4-chlorophenyl)methyl]-4-benzylmorpholine), Br[C@@H]([C@@H]1CN(CCO1)CC1=CC=CC=C1)C1=CC=C(C=C1)Cl ((2S)-2-[(R)-bromo(4-chlorophenyl)methyl]-4-benzylmorpholine). RXN SMILES: C(Br)(Br)(Br)[Br:2].[Cl:6][C:7]1[CH:12]=[CH:11][C:10]([C@H:13]([C@@H:15]2[O:20][CH2:19][CH2:18][N:17]([CH2:21][C:22]3[CH:27]=[CH:26][CH:25]=[CH:24][CH:23]=3)[CH2:16]2)O)=[CH:9][CH:8]=1.[Cl:28][C:29]1[CH:34]=[CH:33][C:32]([C@@H:35]([C@H:37]2[O:42][CH2:41][CH2:40][N:39]([CH2:43][C:44]3[CH:49]=[CH:48][CH:47]=[CH:46][CH:45]=3)[CH2:38]2)O)=[CH:31][CH:30]=1.C1(P(C2C=CC=CC=2)C2C=CC=CC=2)C=CC=CC=1>ClCCl>[Br:2][C@@H:13]([C:10]1[CH:11]=[CH:12][C:7]([Cl:6])=[CH:8][CH:9]=1)[C@@H:15]1[O:20][CH2:19][CH2:18][N:17]([CH2:21][C:22]2[CH:27]=[CH:26][CH:25]=[CH:24][CH:23]=2)[CH2:16]1.[Br:2][C@H:35]([C:32]1[CH:33]=[CH:34][C:29]([Cl:28])=[CH:30][CH:31]=1)[C@H:37]1[O:42][CH2:41][CH2:40][N:39]([CH2:43][C:44]2[CH:49]=[CH:48][CH:47]=[CH:46][CH:45]=2)[CH2:38]1. Reported procedure: A solution of carbon tetrabromide (2.82 g, 8.5 mmol) in dichloromethane (3 ml) was added dropwise over 10 min to a stirred solution of (R)-[4-chlorophenyl][(2R)-4-benzylmorpholin-2-yl]methanol and (S)-[4-chlorophenyl][(2S)-4-benzylmorpholin-2-yl]methanol (1.80 g, 5.67 mmol) and triphenylphosphine (2.23 g, 8.5 mmol) in dichloromethane (40 ml) at room temperature under nitrogen. After 30 min, the reaction solution was washed with saturated aqueous sodium bicarbonate (50 ml). The dichloromethane la... Starting materials: B, COC(=O)C1CN(C(=O)c2ccccc2)c2ccccc2CN1S(=O)(=O)c1ccc(OC)cc1, C1CCOC1. Yields the product COC(=O)C1CN(Cc2ccccc2)c2ccccc2CN1S(=O)(=O)c1ccc(OC)cc1. RXN SMILES: [BH3:35].[C:1]([c:2]1[cH:3][cH:4][cH:5][cH:6][cH:7]1)(=[O:8])[N:9]1[CH2:10][CH:11]([C:31](=[O:32])[O:33][CH3:34])[N:12]([S:20](=[O:21])(=[O:22])[c:23]2[cH:24][cH:25][c:26]([O:29][CH3:30])[cH:27][cH:28]2)[CH2:13][c:14]2[c:15]1[cH:16][cH:17][cH:18][cH:19]2.[O:36]1[CH2:37][CH2:38][CH2:39][CH2:40]1>>[CH2:1]([c:2]1[cH:3][cH:4][cH:5][cH:6][cH:7]1)[N:9]1[CH2:10][CH:11]([C:31](=[O:32])[O:33][CH3:34])[N:12]([S:20](=[O:21])(=[O:22])[c:23]2[cH:24][cH:25][c:26]([O:29][CH3:30])[cH:27][cH:28]2)[CH2:13][c:14]2[c:15]1[cH:16][cH:17][cH:18][cH:19]2. Starting materials: C(C=C)OC(C1=CC(=CC=C1)C=1CC(NC2=C(N1)C=C(C(=C2)C2=CC(=CC=C2)CF)C)=O)=O (3-[7-(3-fluoromethyl-phenyl)-8-methyl-4-oxo-4,5-dihydro-3H-benzo[b][1,4]diazepin-2-yl]-benzoic acid allyl ester), O.NN (hydrazine hydrate). Run in CO (MeOH), O (H2O). Reaction conditions: temperature 60 celsius, time 15 hour. Yields the product FC1=CC=C(C=C1)C1=CC2=C(N=C(CC(N2)=O)C=2C=C(C(=O)NN)C=CC2)C=C1 (3-[7-(4-Fluoro-phenyl)-4-oxo-4,5-dihydro-3H-benzo[b][1,4]diazepin-2-yl]-benzoic acid hydrazide). The yield is 33.0%. As a reaction SMILES: C(O[C:5](=[O:33])[C:6]1[CH:11]=[CH:10][CH:9]=[C:8]([C:12]2[CH2:13][C:14](=[O:32])[NH:15][C:16]3[CH:22]=[C:21]([C:23]4[CH:28]=[CH:27]C=[C:25]([CH2:29][F:30])[CH:24]=4)[C:20](C)=[CH:19][C:17]=3[N:18]=2)[CH:7]=1)C=C.O.[NH2:35][NH2:36]>CO.O>[F:30][C:29]1[CH:27]=[CH:28][C:23]([C:21]2[CH:20]=[CH:19][C:17]3[N:18]=[C:12]([C:8]4[CH:7]=[C:6]([CH:11]=[CH:10][CH:9]=4)[C:5]([NH:35][NH2:36])=[O:33])[CH2:13][C:14](=[O:32])[NH:15][C:16]=3[CH:22]=2)=[CH:24][CH:25]=1 |f:1.2|. Reported procedure: To a suspension of 3-[7-(3-fluoromethyl-phenyl)-8-methyl-4-oxo-4,5-dihydro-3H-benzo[b][1,4]diazepin-2-yl]-benzoic acid allyl ester (Starting material 8a-1) (207 mg, 0.5 mmol) in MeOH (3.5 mL) was added hydrazine hydrate (0.25 mL, 5 mmol). The mixture was stirred at 60° C. for 15 h, then cooled to 23° C. and diluted with H2O (35 mL). The precipitate was collected by filtration and dried, and the crude product was purified by chromatography on silica gel using ethyl acetate/hexane (1:1) as eluent.... Starting materials: NC1=CC(=C(C(=O)N[C@@H]2[C@@H](CN(CC2)CCCl)OC)C=C1Cl)OC (cis-4-amino-5-chloro-N-[1-(2-chloro-ethyl)-3-methoxy-4-piperidinyl]-2-methoxybenzamide), N1=CC(=CC=C1)O (3-pyridinol), [H-].[Na+] (sodium hydride), NC1=CC(=C(C(=O)N[C@@H]2[C@@H](CN(CC2)CCCl)OC)C=C1Cl)OC (cis-4-amino-5-chloro-N-[1-(2-chloroethyl)-3-methoxy-4-piperidinyl]-2-methoxybenzamide), ice water. The solvent is CN(C=O)C (N,N-dimethylformamide), CN(C=O)C (N,N-dimethylformamide). Run at time 1.5 hour. The product is O.NC1=CC(=C(C(=O)N[C@@H]2[C@@H](CN(CC2)CCOC=2C=NC=CC2)OC)C=C1Cl)OC (cis-4-amino-5-chloro-2-methoxy-N-[3-methoxy-1-[2-(3-pyridinyloxy)ethyl]-4-piperidinyl]benzamide monohydrate). Isolated yield 20.0%. As a reaction SMILES: [N:1]1[CH:6]=[CH:5][CH:4]=[C:3]([OH:7])[CH:2]=1.[H-].[Na+].[NH2:10][C:11]1[C:30]([Cl:31])=[CH:29][C:14]([C:15]([NH:17][C@H:18]2[CH2:23][CH2:22][N:21]([CH2:24][CH2:25]Cl)[CH2:20][C@H:19]2[O:27][CH3:28])=[O:16])=[C:13]([O:32][CH3:33])[CH:12]=1>CN(C)C=O>[OH2:7].[NH2:10][C:11]1[C:30]([Cl:31])=[CH:29][C:14]([C:15]([NH:17][C@H:18]2[CH2:23][CH2:22][N:21]([CH2:24][CH2:25][O:7][C:3]3[CH:2]=[N:1][CH:6]=[CH:5][CH:4]=3)[CH2:20][C@H:19]2[O:27][CH3:28])=[O:16])=[C:13]([O:32][CH3:33])[CH:12]=1 |f:1.2,5.6|. Procedure details: To a stirred solution of 1.43 parts of 3-pyridinol in 135 parts of N,N-dimethylformamide were added 0.77 parts of a sodium hydride solution 50% at a temperature below 30° C. The whole was stirred first for 1.5 hours at room temperature and then for 10 minutes at 60° C. After cooling with ice water, a solution of 5.64 parts of cis-4-amino-5-chloro-N-[1-(2-chloro-ethyl)-3-methoxy-4-piperidinyl]-2-methoxybenzamide in 135 parts of N,N-dimethylformamide was added dropwise at a temperature between 17°...